From a dataset of the Open Reaction Database (ORD), a public repository of structured organic reaction records. describe an organic reaction: reactants, conditions, products, and yield Reactants: C(C1=CC=CC=C1)OC(NC1(CC1)C1=NN=CN1)=O ([1-(4H-[1,2,4]triazol-3-yl)-cyclopropyl]-carbamic acid benzyl ester). Reagents/catalysts: [Pd] (Pd/C). Run in CO (MeOH). Conditions: time 1.5 hour. Yields the product N=1N=C(NC1)C1(CC1)N (1-(4H-[1,2,4]Triazol-3-yl)-cyclopropylamine). Isolated yield 98.1%. As a reaction SMILES: C(OC(=O)[NH:10][C:11]1([C:14]2[NH:18][CH:17]=[N:16][N:15]=2)[CH2:13][CH2:12]1)C1C=CC=CC=1>CO.[Pd]>[N:16]1[N:15]=[C:14]([C:11]2([NH2:10])[CH2:13][CH2:12]2)[NH:18][CH:17]=1. Procedure: To a solution of [1-(4H-[1,2,4]triazol-3-yl)-cyclopropyl]-carbamic acid benzyl ester (60 mg, 0.23 mmol) in MeOH (5 mL) was added 10% Pd/C (60 mg). The reaction mixture was stirred under H2 atmosphere (balloon) for 1.5 h. The reaction mixture was filtered through diatomaceous earth. The solvent was concentrated in vacuo and dried under high vacuum to afford 28 mg of the title compound, m/z 125.5 [M+1]+. Starting materials: ClCCl, O=C=NS(=O)(=O)c1ccccc1Cl, COc1cc(N)nc(OC)n1. The product is COc1cc(NC(=O)NS(=O)(=O)c2ccccc2Cl)nc(OC)n1. As a reaction SMILES: [CH2:25]([Cl:26])[Cl:27].[Cl:12][c:13]1[c:14]([S:19](=[O:20])(=[O:21])[N:22]=[C:23]=[O:24])[cH:15][cH:16][cH:17][cH:18]1.[NH2:1][c:2]1[n:3][c:4]([O:10][CH3:11])[n:5][c:6]([O:8][CH3:9])[cH:7]1>>[NH:1]([c:2]1[n:3][c:4]([O:10][CH3:11])[n:5][c:6]([O:8][CH3:9])[cH:7]1)[C:23]([NH:22][S:19]([c:14]1[c:13]([Cl:12])[cH:18][cH:17][cH:16][cH:15]1)(=[O:20])=[O:21])=[O:24].